From a dataset of the Open Reaction Database (ORD), a public repository of structured organic reaction records. describe an organic reaction: reactants, conditions, products, and yield Reactants: COC1=CC=C(C=C1)NC(=S)N (N-(4-Methoxyphenyl)thiourea), CC1OC(CC(O1)=O)(C)C (2,6,6-trimethyl-1,3-dioxin-4-one), O1C(COC=C1)=O (dioxinone). The solvent is C(C)O (Ethanol), C(C)O (ethanol). Reaction conditions: temperature 140 celsius, time 10 minute. Product: COC1=CC=C(C=C1)N1C(NC(C=C1C)=O)=S (2,3-dihydro-1-(4-methoxyphenyl)-6-methyl-2-thioxo-4(1H)pyrimidinone). The yield is 72.2%. Reaction SMILES: [CH3:1][O:2][C:3]1[CH:8]=[CH:7][C:6]([NH:9][C:10]([NH2:12])=[S:11])=[CH:5][CH:4]=1.CC1[O:19][C:18](=O)[CH2:17][C:16](C)([CH3:21])O1.O1C=COCC1=O>C(O)C>[CH3:1][O:2][C:3]1[CH:4]=[CH:5][C:6]([N:9]2[C:16]([CH3:21])=[CH:17][C:18](=[O:19])[NH:12][C:10]2=[S:11])=[CH:7][CH:8]=1. Reported procedure: N-(4-Methoxyphenyl)thiourea (18.2 g, 100 mM) and 2,6,6-trimethyl-1,3-dioxin-4-one (21.3 g, 150 mM) were heated together at 140° C. (bath temperature) for 30 minutes. The solid product was cooled, treated with ethanol (100 ml), boiled for 10 minutes, cooled and the solid product was isolated by filtration. More dioxinone (21.3 g) was added to the above material and the mixture was heated at 140° C. for a further 20 minutes. Ethanol (50 ml) was then added to the cooled mixture, which was then heat... Starting materials: C([O-])([O-])=O.[Na+].[Na+] (sodium carbonate), FC(=O)C(F)(C(F)(F)F)OC(F)(F)C(F)(F)C(F)(F)C(=O)F (FC(O)CF(CF3)—O—(CF2)3COF), S(O)(O)(=O)=O (sulfuric acid), CO (methanol), S(O)(O)(=O)=O (sulfuric acid), C(=O)=O (carbon dioxide). Product: C(F)(F)(F)C(F)OC(F)(F)C(F)(F)C(F)(F)C(=O)OC (CF3CFH—O—(CF2)3COOCH3). Procedure: FC(O)CF(CF3)—O—(CF2)3COF (503 grams, 1.4 mole), prepared as described in U.S. Pat. App. Pub. No. 2004/0116742, was added over a period of two hours to a stirred mixture of sodium carbonate (387 grams, 3.7 moles) and diglyme (650 grams) at 78° C. The reaction liberated carbon dioxide gas. Distilled water (35 grams, 1.9 mole) was added at 85° C., and then the reaction mixture was heated to 165° C. and maintained at that temperature for 30 minutes. The reaction was allowed to cool, and sulfuric aci... The solvent is COCCOCCOC (diglyme), O (water), O (water). Conditions: temperature 165 celsius. Yield: 56.5%. RXN SMILES: FC([C:4]([O:10][C:11]([C:14]([C:17]([C:20](F)=[O:21])([F:19])[F:18])([F:16])[F:15])([F:13])[F:12])([C:6]([F:9])([F:8])[F:7])[F:5])=O.[C:23](=O)([O-])[O-:24].[Na+].[Na+].C(=O)=O.S(=O)(=O)(O)O.CO>O.COCCOCCOC>[C:6]([CH:4]([O:10][C:11]([C:14]([C:17]([C:20]([O:24][CH3:23])=[O:21])([F:18])[F:19])([F:16])[F:15])([F:12])[F:13])[F:5])([F:9])([F:7])[F:8] |f:1.2.3|. Starting materials: B(Br)(Br)Br.ClCCl (boron tribromide dichloromethane), C(C)N1C2=C(N(C(C(C1=O)(C)C)=O)C)C=C(C=C2)OC (1-ethyl-7-methoxy-3,3,5-trimethyl-1,5-dihydrobenzo[b][1,4]diazepine-2,4-dione), O (Water). Run in ClCCl (dichloromethane), CO (methanol), ClCCl (dichloromethane), CO (methanol). Conditions: time 8 hour. Yields the product C(C)N1C2=C(N(C(C(C1=O)(C)C)=O)C)C=C(C=C2)O (1-ethyl-7-hydroxy-3,3,5-trimethyl-1,5-dihydrobenzo[b][1,4]diazepine-2,4-dione). Yield: 59.6%. As a reaction SMILES: B(Br)(Br)Br.ClCCl.[CH2:8]([N:10]1[C:16](=[O:17])[C:15]([CH3:19])([CH3:18])[C:14](=[O:20])[N:13]([CH3:21])[C:12]2[CH:22]=[C:23]([O:26]C)[CH:24]=[CH:25][C:11]1=2)[CH3:9].O>CO.ClCCl>[CH2:8]([N:10]1[C:16](=[O:17])[C:15]([CH3:19])([CH3:18])[C:14](=[O:20])[N:13]([CH3:21])[C:12]2[CH:22]=[C:23]([OH:26])[CH:24]=[CH:25][C:11]1=2)[CH3:9] |f:0.1|. Procedure: A 1.0 M boron tribromide/dichloromethane solution (1.22 ml) was added to a dichloromethane solution (3 ml) of 1-ethyl-7-methoxy-3,3,5-trimethyl-1,5-dihydrobenzo[b][1,4]diazepine-2,4-dione (169 mg, 1.0 mmol) at 0° C., and stirred at room temperature overnight. Water and methanol were added to the reaction mixture and extraction with the mixture solvent (dichloromethane:methanol=10:1) was performed. The organic layer was dried over anhydrous sodium sulfate, and concentrated to dryness under reduce... The reactants are C(C)(C)(C)OC(NC1=C(C=C(C=C1)C1=C(C=CC=C1)F)NC(CC(=O)C1=CC(=CC=C1)C1=CC(=NC=C1)C)=O)=O ((2′-fluoro-3-{3-[3-(2-methyl-pyridin-4-yl)-phenyl]-3-oxo-propionylamino}-biphenyl-4-yl)-carbamic acid tert-butyl ester), C(=O)(C(F)(F)F)O (TFA). Solvent: C(Cl)Cl (CH2Cl2). The product is FC1=C(C=CC=C1)C=1C=CC2=C(NC(CC(=N2)C2=CC(=CC=C2)C2=CC(=NC=C2)C)=O)C1 (8-(2-Fluoro-phenyl)-4-[3-(2-methyl-pyridin-4-yl)-phenyl]-1,3-dihydro-benzo[b][1,4]diazepin-2-one), solid. The yield is 83.0%. RXN SMILES: C(OC(=O)[NH:7][C:8]1[CH:13]=[CH:12][C:11]([C:14]2[CH:19]=[CH:18][CH:17]=[CH:16][C:15]=2[F:20])=[CH:10][C:9]=1[NH:21][C:22](=[O:39])[CH2:23][C:24](C1C=CC=C(C2C=CN=C(C)C=2)C=1)=O)(C)(C)C.[C:41](O)([C:43](F)(F)F)=O>C(Cl)Cl>[F:20][C:15]1[CH:16]=[CH:17][CH:18]=[CH:19][C:14]=1[C:11]1[CH:12]=[CH:13][C:8]2[N:7]=[C:24]([C:16]3[CH:17]=[CH:18][CH:19]=[C:14]([C:11]4[CH:10]=[CH:9][N:21]=[C:41]([CH3:43])[CH:12]=4)[CH:15]=3)[CH2:23][C:22](=[O:39])[NH:21][C:9]=2[CH:10]=1. Procedure: The title compound was prepared from (2′-fluoro-3-{3-[3-(2-methyl-pyridin-4-yl)-phenyl]-3-oxo-propionylamino}-biphenyl-4-yl)-carbamic acid tert-butyl ester (Example M65) (0.47 g, 0.87 mmol) by treatment with TFA in CH2Cl2 according to the general procedure N. Obtained as an off-white solid (305 mg, 83%). Starting materials: O=C[C@H](O)[C@@H](O)[C@H](O)[C@H](O)CO (D-glucose), C(C1=CC=CC=C1)(=O)Cl (benzoyl chloride). Solvent: N1=CC=CC=C1 (pyridine), O (water). Yields the product C(C1=CC=CC=C1)(=O)OC1[C@H](OC(C2=CC=CC=C2)=O)[C@@H](OC(C2=CC=CC=C2)=O)[C@H](OC(C2=CC=CC=C2)=O)[C@H](O1)COC(C1=CC=CC=C1)=O (1,2,3,4,6-penta-O-benzoyl-D-glucopyranose). As a reaction SMILES: [O:1]=[CH:2][C@@H:3]([C@H:5]([C@@H:7]([C@@H:9]([CH2:11][OH:12])[OH:10])[OH:8])[OH:6])[OH:4].[C:13](Cl)(=[O:20])[C:14]1[CH:19]=[CH:18][CH:17]=[CH:16][CH:15]=1>N1C=CC=CC=1.O>[C:13]([O:1][CH:2]1[O:10][C@H:9]([CH2:11][O:12][C:13](=[O:20])[C:14]2[CH:19]=[CH:18][CH:17]=[CH:16][CH:15]=2)[C@@H:7]([O:8][C:13](=[O:20])[C:14]2[CH:19]=[CH:18][CH:17]=[CH:16][CH:15]=2)[C@H:5]([O:6][C:13](=[O:20])[C:14]2[CH:19]=[CH:18][CH:17]=[CH:16][CH:15]=2)[C@H:3]1[O:4][C:13](=[O:20])[C:14]1[CH:19]=[CH:18][CH:17]=[CH:16][CH:15]=1)(=[O:20])[C:14]1[CH:19]=[CH:18][CH:17]=[CH:16][CH:15]=1. Reported procedure: 100 g of D-glucose (555 mmol; 1 eq) are dissolved in 2 l of pyridine and the reaction medium is heated under reflux for 1 hour before 387 ml (3,330 mmol; 6 eq) of benzoyl chloride are added thereto in the hot. After addition, the medium is diluted with water, the product precipitates and is filtered off and rinsed with water to neutrality. After drying, it is purified by recrystallisation from ethyl acetate.